From a dataset of the Open Reaction Database (ORD), a public repository of structured organic reaction records. describe an organic reaction: reactants, conditions, products, and yield The reactants are [Al+3], CCS, CCOC(=O)COc1ccc(OC)cc1, ClC(Cl)Cl, [Cl-], [Cl-], [Cl-], ClCCl, [Na+], O=C([O-])O. Yields the product CCOC(=O)COc1ccc(O)cc1. RXN SMILES: [Al+3:20].[CH2:16]([SH:17])[CH3:18].[CH3:1][O:2][c:3]1[cH:4][cH:5][c:6]([O:7][CH2:8][C:9](=[O:10])[O:11][CH2:12][CH3:13])[cH:14][cH:15]1.[CH:31]([Cl:32])([Cl:33])[Cl:34].[Cl-:19].[Cl-:21].[Cl-:22].[Cl:28][CH2:29][Cl:30].[Na+:23].[OH:24][C:25](=[O:26])[O-:27]>>[OH:2][c:3]1[cH:4][cH:5][c:6]([O:7][CH2:8][C:9](=[O:10])[O:11][CH2:12][CH3:13])[cH:14][cH:15]1. RXN SMILES: [C:1]([CH3:2])(=[O:3])[c:4]1[cH:5][cH:6][cH:7][c:8]2[c:12]1[NH:11][C:10](=[O:13])[CH:9]2[C:14]([O:16][CH2:15][CH3:17])=[O:18].[CH3:27][N:28]([CH3:29])[CH:30]=[O:31].[NH2:19][c:20]1[cH:21][cH:22][c:23]([F:24])[cH:25][cH:26]1>>[C:1]([CH3:2])(=[O:3])[c:4]1[cH:5][cH:6][cH:7][c:8]2[c:12]1[NH:11][C:10](=[O:13])[CH:9]2[C:14](=[O:16])[NH:19][c:20]1[cH:21][cH:22][c:23]([F:24])[cH:25][cH:26]1. The reactants are CCOC(=O)C1C(=O)Nc2c(C(C)=O)cccc21, CN(C)C=O, Nc1ccc(F)cc1. The product is CC(=O)c1cccc2c1NC(=O)C2C(=O)Nc1ccc(F)cc1. Reactants: COC=1C=C(N)C=CC1OC (3,4-dimethoxyaniline), ClCCN=C=O (2-chloroethylisocyanate). Run in C(C)(=O)OCC (ethyl acetate), C(C)(=O)OCC (ethyl acetate). Conditions: time 1 hour. Yields the product ClCCNC(=O)NC1=CC(=C(C=C1)OC)OC (1-Chloro-2-[[[(3,4-dimethoxyphenyl)amino]carbonyl]amino]ethane). Reaction SMILES: [CH3:1][O:2][C:3]1[CH:4]=[C:5]([CH:7]=[CH:8][C:9]=1[O:10][CH3:11])[NH2:6].[Cl:12][CH2:13][CH2:14][N:15]=[C:16]=[O:17]>C(OCC)(=O)C>[Cl:12][CH2:13][CH2:14][NH:15][C:16]([NH:6][C:5]1[CH:7]=[CH:8][C:9]([O:10][CH3:11])=[C:3]([O:2][CH3:1])[CH:4]=1)=[O:17]. Procedure: To a solution of 51.9 g (0.34 mol) of 3,4-dimethoxyaniline in 500 ml of ethyl acetate was added dropwise a solution of 35.8 g (0.34 mol) of 2-chloroethylisocyanate in 100 ml of ethyl acetate. The reaction mixture was stirred for one hour at ambient temperature and the precipitate filtered off by suction (crop 1). The filtrate was evaporated to dryness and the resulting residue washed with ether (crop 2). The two crops were combined and dried in vacuo; yield: 83.7 g, melting point 117° C. The reactants are ClC1=C(C=C(C(=C1)Cl)F)C(=O)C=CCl (2-chlorovinyl 2,4-dichloro5-fluoro-phenyl ketone), Cl.NO (hydroxylamine hydrochloride). Run in CO (methanol). Product: ClC1=C(C=C(C(=C1)Cl)F)C1=CC=NO1 (5-(2,4-Dichloro-5-fluoro-phenyl)-isoxazole). RXN SMILES: [Cl:1][C:2]1[CH:7]=[C:6]([Cl:8])[C:5]([F:9])=[CH:4][C:3]=1[C:10]([CH:12]=[CH:13]Cl)=[O:11].Cl.[NH2:16]O>CO>[Cl:1][C:2]1[CH:7]=[C:6]([Cl:8])[C:5]([F:9])=[CH:4][C:3]=1[C:10]1[O:11][N:16]=[CH:13][CH:12]=1 |f:1.2|. Procedure details: A mixture of 57.6 g of 2-chlorovinyl 2,4-dichloro5-fluoro-phenyl ketone, 16.4 g of hydroxylamine hydrochloride and 150 ml of methanol is heated at the boiling point under reflux for 6 hours, a precipitate separating out after about one hour. This is filtered off cold with suction, washed with a little methanol and dried at 50° C. in vacuo. 33.3 g (63.2%) of 5-(2,4-dichloro-5-fluorophenyl)-isoxazole of melting point 112°-113° C., which, according to investigations by NMR spectroscopy, contains ab... RXN SMILES: [OH:1][C:2]1[CH:7]=[CH:6][C:5]([CH2:8][C:9]([O:11][CH3:12])=[O:10])=[CH:4][CH:3]=1.N1C=NN=N1.C(N(CC)[P:21]([O:27][C:28]([CH3:31])([CH3:30])[CH3:29])[O:22][C:23]([CH3:26])([CH3:25])[CH3:24])C.[OH:34]O>C(#N)C.C(Cl)Cl>[C:28]([O:27][P:21]([O:1][C:2]1[CH:3]=[CH:4][C:5]([CH2:8][C:9]([O:11][CH3:12])=[O:10])=[CH:6][CH:7]=1)([O:22][C:23]([CH3:24])([CH3:25])[CH3:26])=[O:34])([CH3:29])([CH3:30])[CH3:31]. Reactants: OO (H2O2), 44B, OC1=CC=C(C=C1)CC(=O)OC (methyl 2-(4-hydroxyphenyl)acetate), N1N=NN=C1 (1H-tetrazole), C(C)N(P(OC(C)(C)C)OC(C)(C)C)CC (di-tert-butyl diethylphosphoramidite). The product is C(C)(C)(C)OP(=O)(OC(C)(C)C)OC1=CC=C(C=C1)CC(=O)OC (Methyl 2-(4-(di-tert-butoxyphosphoryloxy)phenyl)acetate). Solvent: C(Cl)Cl (DCM), C(Cl)Cl (DCM), C(C)#N (acetonitrile). Run at time 35 minute. Reported procedure: To a stirred solution of methyl 2-(4-hydroxyphenyl)acetate (1.80 g, 10.83 mmol) in acetonitrile (35 mL) was added 1H-tetrazole (3% 1H-tetrazole in MeCN, 65.0 mL, 22.1 mmol), followed by di-tert-butyl diethylphosphoramidite (5.91 g, 23.70 mmol). The reaction mixture was stirred at room temperature for 35 min and concentrated to give a solid. To this solid in 50 mL of DCM was added 30% H2O2 (30 mL). The resulting mixture was stirred at room temperature for 30 min and diluted with DCM. The organic ...